Task: describe an organic reaction: reactants, conditions, products, and yield. Dataset: the Open Reaction Database (ORD), a public repository of structured organic reaction records The reactants are COC=1C=C(C=C(C1OC)OC)C1=NC=CC(=C1)CN1CCC(CC1)=O (1-[[2-(3,4,5-trimethoxyphenyl)pyridin-4-yl]methyl]-4-piperidone), CSC=1C=C(N)C=CC1 (3-methylthioaniline). Yields the product CSC=1C=C(NC2CCN(CC2)CC2=CC(=NC=C2)C2=CC(=C(C(=C2)OC)OC)OC)C=CC1 (4-(3-Methylthioanilino)-1-[[2-(3,4,5-trimethoxyphenyl)pyridin-4-yl]methyl]piperidine). Reaction SMILES: [CH3:1][O:2][C:3]1[CH:4]=[C:5]([C:13]2[CH:18]=[C:17]([CH2:19][N:20]3[CH2:25][CH2:24][C:23](=O)[CH2:22][CH2:21]3)[CH:16]=[CH:15][N:14]=2)[CH:6]=[C:7]([O:11][CH3:12])[C:8]=1[O:9][CH3:10].[CH3:27][S:28][C:29]1[CH:30]=[C:31]([CH:33]=[CH:34][CH:35]=1)[NH2:32]>>[CH3:27][S:28][C:29]1[CH:30]=[C:31]([CH:33]=[CH:34][CH:35]=1)[NH:32][CH:23]1[CH2:24][CH2:25][N:20]([CH2:19][C:17]2[CH:16]=[CH:15][N:14]=[C:13]([C:5]3[CH:6]=[C:7]([O:11][CH3:12])[C:8]([O:9][CH3:10])=[C:3]([O:2][CH3:1])[CH:4]=3)[CH:18]=2)[CH2:21][CH2:22]1. Procedure: 1-[[2-(3,4,5-trimethoxyphenyl)pyridin-4-yl]methyl]-4-piperidone (1.40 g) and 3-methylthioaniline (655 mg) were reacted in the same manner as described in Preparation Example 37 to give the title compound. The reactants are COC1=NC(=CC=C1C=1C=C(NN1)NC1=NC(=CN=C1)O[C@H]1CNCCC1)C ((R)-[5-(2-methoxy-6-methyl-pyridin-3-yl)-2H-pyrazol-3-yl]-[6-(piperidin-3-yloxy)-pyrazin-2-yl]-amine), C(C)(=O)O (acetic acid). Run in ClCCl (dichloromethane), ClCCl (dichloromethane). Run at time 60 minute. Yields the product C(C)(=O)O.COC1=NC(=CC=C1C=1C=C(NN1)NC1=NC(=CN=C1)O[C@H]1CNCCC1)C ((R)-[5-(2-Methoxy-6-methyl-pyridin-3-yl)-2H-pyrazol-3-yl]-[6-(piperidin-3-yloxy)-pyrazin-2-yl]-amine acetic acid salt). As a reaction SMILES: [CH3:1][O:2][C:3]1[C:8]([C:9]2[CH:10]=[C:11]([NH:14][C:15]3[CH:20]=[N:19][CH:18]=[C:17]([O:21][C@@H:22]4[CH2:27][CH2:26][CH2:25][NH:24][CH2:23]4)[N:16]=3)[NH:12][N:13]=2)=[CH:7][CH:6]=[C:5]([CH3:28])[N:4]=1.[C:29]([OH:32])(=[O:31])[CH3:30]>ClCCl>[C:29]([OH:32])(=[O:31])[CH3:30].[CH3:1][O:2][C:3]1[C:8]([C:9]2[CH:10]=[C:11]([NH:14][C:15]3[CH:20]=[N:19][CH:18]=[C:17]([O:21][C@@H:22]4[CH2:27][CH2:26][CH2:25][NH:24][CH2:23]4)[N:16]=3)[NH:12][N:13]=2)=[CH:7][CH:6]=[C:5]([CH3:28])[N:4]=1 |f:3.4|. Procedure details: To a solution of (R)-[5-(2-methoxy-6-methyl-pyridin-3-yl)-2H-pyrazol-3-yl]-[6-(piperidin-3-yloxy)-pyrazin-2-yl]-amine (0.100 g, 0.26 mmol) in dichloromethane (10 mL) is added acetic acid (0.015 mL, 0.26 mmol) dissolved in dichloromethane (1 mL) at 0° C. The reaction mixture is stirred for 60 min at room temperature and then the solvent is evaporated to obtain a residue. The residue is triturated with diethyl ether (20 mL) followed by n-pentane (20 mL). The material is dried under high vacuum for... Starting materials: COC(=O)Cc1cn(CC(CCO[Si](C)(C)C(C)(C)C)NS(=O)(=O)c2ccc(F)cc2)c2ncccc12, CCCC[N+](CCCC)(CCCC)CCCC, ClCCl, [F-]. The product is COC(=O)Cc1cn(CC(CCO)NS(=O)(=O)c2ccc(F)cc2)c2ncccc12. As a reaction SMILES: [C:1]([Si:2]([CH3:3])([CH3:4])[O:6][CH2:7][CH2:8][CH:9]([CH2:10][n:11]1[cH:12][c:13]([CH2:20][C:21](=[O:22])[O:23][CH3:24])[c:14]2[c:15]1[n:16][cH:17][cH:18][cH:19]2)[NH:25][S:26](=[O:27])(=[O:28])[c:29]1[cH:30][cH:31][c:32]([F:35])[cH:33][cH:34]1)([CH3:5])([CH3:36])[CH3:37].[CH2:39]([N+:40]([CH2:41][CH2:42][CH2:43][CH3:44])([CH2:45][CH2:46][CH2:47][CH3:48])[CH2:49][CH2:50][CH2:51][CH3:52])[CH2:53][CH2:54][CH3:55].[Cl:56][CH2:57][Cl:58].[F-:38]>>[OH:6][CH2:7][CH2:8][CH:9]([CH2:10][n:11]1[cH:12][c:13]([CH2:20][C:21](=[O:22])[O:23][CH3:24])[c:14]2[c:15]1[n:16][cH:17][cH:18][cH:19]2)[NH:25][S:26](=[O:27])(=[O:28])[c:29]1[cH:30][cH:31][c:32]([F:35])[cH:33][cH:34]1. Reactants: BrC1=CC=C2C=NC(=NN21)NC2=CC=C(C=C2)C2CCN(CC2)C ((7-Bromo-pyrrolo[2,1-f][1,2,4]triazin-2-yl)-[4-(1-methyl-piperidin-4-yl)-phenyl]-amine), CC1(OB(OC1(C)C)C=1C=NN(C1)CCC#N)C (3-[4-(4,4,5,5-Tetramethyl-1,3,2-dioxaborolan-2-yl)-pyrazol-1-yl]-propionitrile). The product is CN1CCC(CC1)C1=CC=C(C=C1)NC1=NN2C(C=N1)=CC=C2C=2C=NN(C2)CCC#N (3-(4-{2-[4-(1-Methyl-piperidin-4-yl)-phenylamino]-pyrrolo[2,1-f][1,2,4]triazin-7-yl}-pyrazol-1-yl)-propionitrile). Reaction SMILES: Br[C:2]1[N:10]2[C:5]([CH:6]=[N:7][C:8]([NH:11][C:12]3[CH:17]=[CH:16][C:15]([CH:18]4[CH2:23][CH2:22][N:21]([CH3:24])[CH2:20][CH2:19]4)=[CH:14][CH:13]=3)=[N:9]2)=[CH:4][CH:3]=1.CC1(C)C(C)(C)OB([C:33]2[CH:34]=[N:35][N:36]([CH2:38][CH2:39][C:40]#[N:41])[CH:37]=2)O1>>[CH3:24][N:21]1[CH2:20][CH2:19][CH:18]([C:15]2[CH:14]=[CH:13][C:12]([NH:11][C:8]3[N:7]=[CH:6][C:5]4=[CH:4][CH:3]=[C:2]([C:33]5[CH:34]=[N:35][N:36]([CH2:38][CH2:39][C:40]#[N:41])[CH:37]=5)[N:10]4[N:9]=3)=[CH:17][CH:16]=2)[CH2:23][CH2:22]1. Procedure: (7-Bromo-pyrrolo[2,1-f][1,2,4]triazin-2-yl)-[4-(1-methyl-piperidin-4-yl)-phenyl]-amine (1.00E2 mg, 0.259 mmol), and 3-[4-(4,4,5,5-Tetramethyl-1,3,2-dioxaborolan-2-yl)-pyrazol-1-yl]-propionitrile (128 mg, 0.518 mmol) were reacted in an analogous manner to Example 881A at 80° C. for 8 h. The reaction mixture was purified via ISCO silica gel chromatography using an amine capped column 50-100% EtOAc in hexanes (32 mg, 29%). LCMS=427.0 (M+H), HPLC rt=1.889 min, 96% purity. 1H NMR (400 MHz, (D3C)2SO, ... Reactants: NC1CCN(CC1)C(=O)OCC (ethyl 4-amino-1-piperidinecarboxylate), C=O (paraformaldehyde), ClC=1C=C(CN(C(C=C2OC(OC2=O)(C)C)=O)C)C=CC1Cl (N-(3,4-dichloro-benzyl)-2-(2,2-dimethyl-5-oxo-[1,3]dioxolan-4-ylidene)-N-methyl-acetamide). Reaction conditions: time 2 hour. Reaction SMILES: [NH2:1][CH:2]1[CH2:7][CH2:6][N:5]([C:8]([O:10][CH2:11][CH3:12])=[O:9])[CH2:4][CH2:3]1.[CH2:13]=O.[Cl:15][C:16]1[CH:17]=[C:18]([CH:33]=[CH:34][C:35]=1[Cl:36])[CH2:19][N:20]([CH3:32])[C:21](=[O:31])[CH:22]=[C:23]1[C:27](=[O:28])OC(C)(C)[O:24]1>CO>[CH2:11]([O:10][C:8]([N:5]1[CH2:4][CH2:3][CH:2]([N:1]2[CH2:13][C:22]([C:21](=[O:31])[N:20]([CH2:19][C:18]3[CH:33]=[CH:34][C:35]([Cl:36])=[C:16]([Cl:15])[CH:17]=3)[CH3:32])=[C:23]([OH:24])[C:27]2=[O:28])[CH2:7][CH2:6]1)=[O:9])[CH3:12]. Procedure: To a stirred warm (60° C.) solution of ethyl 4-amino-1-piperidinecarboxylate (86.1 mg, 0.5 mmol) and paraformaldehyde (16 mg, 0.5 mmol) in methanol (2 mL) was added N-(3,4-dichloro-benzyl)-2-(2,2-dimethyl-5-oxo-[1,3]dioxolan-4-ylidene)-N-methyl-acetamide (175 mg, 0.5 mmol). After 2 h, the reaction mixture was cooled and purified using preparative HPLC on a C18 column using water/methanol-(0.1% TFA) as the eluent. The fractions containing the desired product were combined, concentrated and lyophi... Run in CO (methanol). Yields the product C(C)OC(=O)N1CCC(CC1)N1C(C(=C(C1)C(N(C)CC1=CC(=C(C=C1)Cl)Cl)=O)O)=O (4-{4-[(3,4-Dichloro-benzyl)-methyl-carbamoyl]-3-hydroxy-2-oxo-2,5-dihydro-pyrrol-1-yl}-piperidine-1-carboxylic acid ethyl ester). The yield is 27.2%. Procedure details: 2-bromo-4-benzylaniline and 3,4-dichlorobenzene boronic acid can be combined to form 2-(3,4-dichlorophenyl)-4-benzylaniline, The product is ClC=1C=C(C=CC1Cl)C1=C(N)C=CC(=C1)CC1=CC=CC=C1 (2-(3,4-dichlorophenyl)-4-benzylaniline). RXN SMILES: Br[C:2]1[CH:8]=[C:7]([CH2:9][C:10]2[CH:15]=[CH:14][CH:13]=[CH:12][CH:11]=2)[CH:6]=[CH:5][C:3]=1[NH2:4].[Cl:16][C:17]1[CH:18]=[C:19](B(O)O)[CH:20]=[CH:21][C:22]=1[Cl:23]>>[Cl:16][C:17]1[CH:18]=[C:19]([C:2]2[CH:8]=[C:7]([CH2:9][C:10]3[CH:15]=[CH:14][CH:13]=[CH:12][CH:11]=3)[CH:6]=[CH:5][C:3]=2[NH2:4])[CH:20]=[CH:21][C:22]=1[Cl:23]. Starting materials: BrC1=C(N)C=CC(=C1)CC1=CC=CC=C1 (2-bromo-4-benzylaniline), ClC=1C=C(C=CC1Cl)B(O)O (3,4-dichlorobenzene boronic acid). Starting materials: solution, C(CCC)[Li] (n-butyllithium), C(C)(C)(C)C1=CC=C(C=C1)C=1OCC(N1)(C)C (2-(4-tert-butyl-phenyl)-4,4-dimethyl-4,5-dihydro-oxazole), N#N (N2), C1CCOC1 (THF). Solvent: CCCCCC (hexane), CN(C)C=O (DMF). Yields the product C(C)(C)(C)C=1C=CC(=C(C=O)C1)C=1OCC(N1)(C)C (5-tert-Butyl-2-(4,4-dimethyl-4,5-dihydro-oxazol-2-yl)-benzaldehyde). Reaction SMILES: [C:1]([C:5]1[CH:10]=[CH:9][C:8]([C:11]2[O:12][CH2:13][C:14]([CH3:17])([CH3:16])[N:15]=2)=[CH:7][CH:6]=1)([CH3:4])([CH3:3])[CH3:2].N#N.C1C[O:23][CH2:22]C1.C([Li])CCC>CCCCCC.CN(C=O)C>[C:1]([C:5]1[CH:6]=[CH:7][C:8]([C:11]2[O:12][CH2:13][C:14]([CH3:17])([CH3:16])[N:15]=2)=[C:9]([CH:10]=1)[CH:22]=[O:23])([CH3:4])([CH3:2])[CH3:3]. Reported procedure: An oven dried 250 mL 3-neck round bottom flask was fitted with a thermometer, stir bar, septum, and nitrogen inlet. Added 8.02 g (34.7 mmol) of 2-(4-tert-butyl-phenyl)-4,4-dimethyl-4,5-dihydro-oxazole. Established and maintained N2 atmosphere. Added 100 mL of anhydrous THF. Cooled the clear solution to −78°. Stirred rapidly and added 17 mL (43 mmol) of a 2.5 M solution of n-butyllithium in hexane dropwise over 10 minutes. Stirred the clear amber solution at −20° for 4 hr. The reaction mixture be... Starting materials: C1(CC1)C=1C=C(C=CC1S(=O)(=O)C1CC1)[C@H](C(=O)NC1=NC=C(N=C1)C1OC(OC1)(C)C)CC1CCOCC1 ((2R)-2-[3-cyclopropyl-4-(cyclopropylsulfonyl)phenyl]-N-[5-(2,2-dimethyl-1,3-dioxolan-4-yl)pyrazin-2-yl]-3-(tetrahydro-2H-pyran-4-yl)propanamide), Cl (hydrochloric acid). Solvent: C1CCOC1 (THF). Reaction conditions: time 3 hour. The product is C1(CC1)C=1C=C(C=CC1S(=O)(=O)C1CC1)[C@H](C(=O)NC1=NC=C(N=C1)C(CO)O)CC1CCOCC1 ((2R)-2-[3-cyclopropyl-4-(cyclopropylsulfonyl)phenyl]-N-[5-(1,2-dihydroxyethyl)pyrazin-2-yl]-3-(tetrahydro-2H-pyran-4-yl)propanamide). Yield: 95.6%. As a reaction SMILES: [CH:1]1([C:4]2[CH:5]=[C:6]([C@@H:16]([CH2:33][CH:34]3[CH2:39][CH2:38][O:37][CH2:36][CH2:35]3)[C:17]([NH:19][C:20]3[CH:25]=[N:24][C:23]([CH:26]4[CH2:30][O:29]C(C)(C)[O:27]4)=[CH:22][N:21]=3)=[O:18])[CH:7]=[CH:8][C:9]=2[S:10]([CH:13]2[CH2:15][CH2:14]2)(=[O:12])=[O:11])[CH2:3][CH2:2]1.Cl>C1COCC1>[CH:1]1([C:4]2[CH:5]=[C:6]([C@@H:16]([CH2:33][CH:34]3[CH2:39][CH2:38][O:37][CH2:36][CH2:35]3)[C:17]([NH:19][C:20]3[CH:25]=[N:24][C:23]([CH:26]([OH:27])[CH2:30][OH:29])=[CH:22][N:21]=3)=[O:18])[CH:7]=[CH:8][C:9]=2[S:10]([CH:13]2[CH2:14][CH2:15]2)(=[O:12])=[O:11])[CH2:3][CH2:2]1. Reported procedure: To a solution of (2R)-2-[3-cyclopropyl-4-(cyclopropylsulfonyl)phenyl]-N-[5-(2,2-dimethyl-1,3-dioxolan-4-yl)pyrazin-2-yl]-3-(tetrahydro-2H-pyran-4-yl)propanamide (150 mg) in THF (10 mL) was added 1 M hydrochloric acid at room temperature, followed by stirring at room temperature for 3 hours. After extraction with ethyl acetate, the organic layer was sequentially washed with saturated aqueous sodium bicarbonate and saturated brine. The organic layer was dried over anhydrous magnesium sulfate and c...